From a dataset of the Open Reaction Database (ORD), a public repository of structured organic reaction records. describe an organic reaction: reactants, conditions, products, and yield The reactants are CC(=O)SC1CC(C=O)N(C(=O)OCc2ccc([N+](=O)[O-])cc2)C1, Cc1ccccc1, CCOC(C)=O, O=C(NC(CO)CO)OCc1ccc([N+](=O)[O-])cc1, O, Cc1ccc(S(=O)(=O)O)cc1. Yields the product CC(=O)SC1CC(C2OCC(NC(=O)OCc3ccc([N+](=O)[O-])cc3)CO2)N(C(=O)OCc2ccc([N+](=O)[O-])cc2)C1. Reaction SMILES: [C:20]([CH3:21])(=[O:22])[S:23][CH:24]1[CH2:25][CH:26]([CH:42]=[O:43])[N:27]([C:29](=[O:30])[O:31][CH2:32][c:33]2[cH:34][cH:35][c:36]([N+:39](=[O:40])[O-:41])[cH:37][cH:38]2)[CH2:28]1.[CH3:56][c:57]1[cH:58][cH:59][cH:60][cH:61][cH:62]1.[CH3:63][CH2:64][O:65][C:66](=[O:67])[CH3:68].[N+:1](=[O:2])([O-:3])[c:4]1[cH:5][cH:6][c:7]([CH2:8][O:9][C:10](=[O:11])[NH:12][CH:13]([CH2:14][OH:15])[CH2:16][OH:17])[cH:18][cH:19]1.[OH2:55].[c:44]1([CH3:45])[cH:46][cH:47][c:48]([S:49]([OH:50])(=[O:51])=[O:52])[cH:53][cH:54]1>>[N+:1](=[O:2])([O-:3])[c:4]1[cH:5][cH:6][c:7]([CH2:8][O:9][C:10](=[O:11])[NH:12][CH:13]2[CH2:14][O:15][CH:42]([CH:26]3[CH2:25][CH:24]([S:23][C:20]([CH3:21])=[O:22])[CH2:28][N:27]3[C:29](=[O:30])[O:31][CH2:32][c:33]3[cH:34][cH:35][c:36]([N+:39](=[O:40])[O-:41])[cH:37][cH:38]3)[O:17][CH2:16]2)[cH:18][cH:19]1. The reactants are solid, Cl.Cl.O1C=C(C=C2C1=CC=C2)C2N(CCCC2)CC[C@@H]2CC[C@H](CC2)N (trans-4-[2-(4-benzofuran-3-yl-piperidin-1-yl)-ethyl]-cyclohexylamine dihydrochloride), Cl.Cl.O1C=C(C=C2C1=CC=C2)C2N(CCCC2)CC[C@@H]2CC[C@H](CC2)N (trans-4-[2-(4-benzofuran-3-yl-piperidin-1-yl)-ethyl]-cyclohexylamine dihydrochloride), OC(C(=O)N)(C)C (2-hydroxy-2-methyl-propionamide). Product: O1C=C(C=C2C1=CC=C2)C2N(CCCC2)CC[C@@H]2CC[C@H](CC2)NC(C(C)(C)O)=O (trans-N-{4-[2-(4-Benzofuran-3-yl-piperidin-1-yl)-ethyl]-cyclohexyl}-2-hydroxy-2-methyl-propionamide). As a reaction SMILES: Cl.Cl.[O:3]1[C:8]2=[CH:9][CH:10]=[CH:11][C:7]2=[CH:6][C:5]([CH:12]2[CH2:17][CH2:16][CH2:15][CH2:14][N:13]2[CH2:18][CH2:19][C@H:20]2[CH2:25][CH2:24][C@H:23]([NH2:26])[CH2:22][CH2:21]2)=[CH:4]1.[OH:27][C:28]([CH3:33])([CH3:32])[C:29](N)=[O:30]>>[O:3]1[C:8]2=[CH:9][CH:10]=[CH:11][C:7]2=[CH:6][C:5]([CH:12]2[CH2:17][CH2:16][CH2:15][CH2:14][N:13]2[CH2:18][CH2:19][C@H:20]2[CH2:21][CH2:22][C@H:23]([NH:26][C:29](=[O:30])[C:28]([OH:27])([CH3:33])[CH3:32])[CH2:24][CH2:25]2)=[CH:4]1 |f:0.1.2|. Procedure: The title compound, white solid (65 mg, 63%), MS (ISP) m/z=413.4 [(M+H)+], mp 169° C., was prepared in accordance with the general method of example 1 from trans-4-[2-(4-benzofuran-3-yl-piperidin-1-yl)-ethyl]-cyclohexylamine dihydrochloride (intermediate A) (100 mg, 0.25 mmol) and 2-hydroxy-2-methyl-propionamide. Reactants: [H-].[Na+] (NaH), C(=O)OC (methyl formate), FC(C1=NC=C(C=N1)CCC(=O)OC)(F)F (methyl 3-[2-(trifluoromethyl)-5-pyrimidinyl]propanoate). Solvent: COCCOC (DME), COCCOC (DME). Conditions: time 8 hour. The product is O\C=C(/C(=O)OC)\CC=1C=NC(=NC1)C(F)(F)F (methyl (2Z)-3-hydroxy-2-{[2-(trifluoro methyl)-5-pyrimidinyl]methyl}-2-propenoate). Isolated yield 81.3%. RXN SMILES: [H-].[Na+].[CH:3]([O:5][CH3:6])=[O:4].[F:7][C:8]([F:22])([F:21])[C:9]1[N:14]=[CH:13][C:12]([CH2:15][CH2:16][C:17](OC)=[O:18])=[CH:11][N:10]=1>COCCOC>[OH:18]/[CH:17]=[C:16](/[CH2:15][C:12]1[CH:11]=[N:10][C:9]([C:8]([F:22])([F:21])[F:7])=[N:14][CH:13]=1)\[C:3]([O:5][CH3:6])=[O:4] |f:0.1|. Reported procedure: To a solution of NaH (360 mg, 9.00 mmol) in DME (20 mL) was added a solution of methyl formate (0.254 mL, 4.10 mmol) and methyl 3-[2-(trifluoromethyl)-5-pyrimidinyl]propanoate (800 mg, 3.42 mmol) in DME (20 mL) at 0° C. The mixture was stirred at room temperature overnight, and quenched with MeOH. Purification via reverse phase flash chromatography afforded the title compound (730 mg, 2.78 mmol, 82% yield) as yellow solid. LCMS: rt=2.03 min, [M+H+]=263. Isolated yield 44.0%. Yields the product CC=1N=C(SC1C(=O)NCC=1C=NC=CC1)N1C(N(CC1)CC=1C=CC=C2C=CC=NC12)=O (4-methyl-2-(2-oxo-3-(quinolin-8-ylmethyl)imidazolidin-1-yl)-N-(pyridin-3-ylmethyl)thiazole-5-carboxamide). Procedure: Following the procedure as described in Example 32, making variations as required to replace 2-(3-((5-chlorobenzo[b]thiophen-3-yl)methyl)-2-oxoimidazolidin-1-yl)-4-methylthiazole-5-carboxylic acid with 4-methyl-2-(2-oxo-3-(quinolin-8-ylmethyl)imidazolidin-1-yl)thiazole-5-carboxylic acid to react with 3-(aminomethyl)pyridine, the title compound was obtained as a colorless solid in 44% yield: mp 225-228° C. (methanol); 1H NMR (300 MHz, DMSO-d6) δ 8.98-8.96 (m, 1H), 8.59-8.53 (m, 2H), 8.46-8.39 (m,... The reactants are ClC1=CC2=C(SC=C2CN2C(N(CC2)C=2SC(=C(N2)C)C(=O)O)=O)C=C1 (2-(3-((5-chlorobenzo[b]thiophen-3-yl)methyl)-2-oxoimidazolidin-1-yl)-4-methylthiazole-5-carboxylic acid), CC=1N=C(SC1C(=O)O)N1C(N(CC1)CC=1C=CC=C2C=CC=NC12)=O (4-methyl-2-(2-oxo-3-(quinolin-8-ylmethyl)imidazolidin-1-yl)thiazole-5-carboxylic acid), NCC=1C=NC=CC1 (3-(aminomethyl)pyridine). RXN SMILES: ClC1C=CC2SC=C(CN3CCN(C4SC(C(O)=O)=C(C)N=4)C3=O)C=2C=1.[CH3:27][C:28]1[N:29]=[C:30]([N:36]2[CH2:40][CH2:39][N:38]([CH2:41][C:42]3[CH:43]=[CH:44][CH:45]=[C:46]4[C:51]=3[N:50]=[CH:49][CH:48]=[CH:47]4)[C:37]2=[O:52])[S:31][C:32]=1[C:33](O)=[O:34].[NH2:53][CH2:54][C:55]1[CH:56]=[N:57][CH:58]=[CH:59][CH:60]=1>>[CH3:27][C:28]1[N:29]=[C:30]([N:36]2[CH2:40][CH2:39][N:38]([CH2:41][C:42]3[CH:43]=[CH:44][CH:45]=[C:46]4[C:51]=3[N:50]=[CH:49][CH:48]=[CH:47]4)[C:37]2=[O:52])[S:31][C:32]=1[C:33]([NH:53][CH2:54][C:55]1[CH:56]=[N:57][CH:58]=[CH:59][CH:60]=1)=[O:34]. Reactants: C(=O)(OCC1=CC=CC=C1)N=C(NCCCC1C(N(C1)C(C)=O)=O)NC(=O)OCC1=CC=CC=C1 (3-[N', N"-di(Cbz)guanidino]propyl-1-acetyl-2-azetidinone), Cl (HCl). The reagents and catalysts are [Pd] (palladium on carbon). Solvent: CO.C(C)(=O)OCC (methanol ethyl acetate). The product is Cl.N(C(=N)N)CCCC1C(N(C1)C(C)=O)=O (3-Guanidinopropyl-1-acetyl-2-azetidinone hydrochloride salt). The yield is 69.0%. Reaction SMILES: C([N:11]=[C:12]([NH:25]C(OCC1C=CC=CC=1)=O)[NH:13][CH2:14][CH2:15][CH2:16][CH:17]1[CH2:20][N:19]([C:21](=[O:23])[CH3:22])[C:18]1=[O:24])(OCC1C=CC=CC=1)=O.[ClH:36]>[Pd].CO.C(OCC)(=O)C>[ClH:36].[NH:13]([CH2:14][CH2:15][CH2:16][CH:17]1[CH2:20][N:19]([C:21](=[O:23])[CH3:22])[C:18]1=[O:24])[C:12]([NH2:25])=[NH:11] |f:3.4,5.6|. Procedure: A methanol/ethyl acetate (2.5 mL/2.5 mL) solution of compound 20 (255 mg, 0.58 mmol) and 1N HCl (0.58 mL), containing 10% palladium on carbon, was stirred under a hydrogen atmosphere until TLC indicated the disappearance of the starting material (about 10 min). The suspension was filtered through a pad of Celite, and the filtrate was concentrated to afford 99 mg (69%) of the title compound as a yellow foam. Starting materials: CN1CCC(=O)CC1, CO, [K+], [OH-], O=C(O)c1ccc2[nH]ccc2c1. RXN SMILES: [CH3:15][N:16]1[CH2:17][CH2:18][C:19](=[O:22])[CH2:20][CH2:21]1.[CH3:23][OH:24].[K+:2].[OH-:1].[nH:3]1[cH:4][cH:5][c:6]2[cH:7][c:8]([C:12](=[O:13])[OH:14])[cH:9][cH:10][c:11]12>>[nH:3]1[cH:4][c:5]([C:19]2=[CH:18][CH2:17][N:16]([CH3:15])[CH2:21][CH2:20]2)[c:6]2[cH:7][c:8]([C:12](=[O:13])[OH:14])[cH:9][cH:10][c:11]12. The product is CN1CC=C(c2c[nH]c3ccc(C(=O)O)cc23)CC1. Reactants: BrC=1C=C2CN(C(C2=C(C1)Cl)=O)CC1=CC=C(C=C1)OC(F)(F)F (5-bromo-7-chloro-2-(4-trifluoromethoxy-benzyl)-2,3-dihydro-isoindol-1-one), [C-]#N.[Na+] (sodium cyanide), C(C)#N (acetonitrile). The reagents and catalysts are C=1C=CC(=CC1)[P](C=2C=CC=CC2)(C=3C=CC=CC3)[Pd]([P](C=4C=CC=CC4)(C=5C=CC=CC5)C=6C=CC=CC6)([P](C=7C=CC=CC7)(C=8C=CC=CC8)C=9C=CC=CC9)[P](C=1C=CC=CC1)(C=1C=CC=CC1)C=1C=CC=CC1 (Pd(PPh3)4), [Cu]I (CuI). The solvent is CCCCCC.CCOC(=O)C (hexane EtOAc). Run at temperature 80 celsius, time 18 hour. Yields the product ClC=1C=C(C=C2CN(C(C12)=O)CC1=CC=C(C=C1)OC(F)(F)F)C#N (7-chloro-1-oxo-2-(4-trifluoromethoxy-benzyl)-2,3-dihydro-1H-isoindole-5-carbonitrile). The yield is 33.0%. As a reaction SMILES: Br[C:2]1[CH:3]=[C:4]2[C:8](=[C:9]([Cl:11])[CH:10]=1)[C:7](=[O:12])[N:6]([CH2:13][C:14]1[CH:19]=[CH:18][C:17]([O:20][C:21]([F:24])([F:23])[F:22])=[CH:16][CH:15]=1)[CH2:5]2.[C-]#N.[Na+].[C:28](#[N:30])C>C1C=CC([P]([Pd]([P](C2C=CC=CC=2)(C2C=CC=CC=2)C2C=CC=CC=2)([P](C2C=CC=CC=2)(C2C=CC=CC=2)C2C=CC=CC=2)[P](C2C=CC=CC=2)(C2C=CC=CC=2)C2C=CC=CC=2)(C2C=CC=CC=2)C2C=CC=CC=2)=CC=1.[Cu]I.CCCCCC.CCOC(C)=O>[Cl:11][C:9]1[CH:10]=[C:2]([C:28]#[N:30])[CH:3]=[C:4]2[C:8]=1[C:7](=[O:12])[N:6]([CH2:13][C:14]1[CH:19]=[CH:18][C:17]([O:20][C:21]([F:24])([F:23])[F:22])=[CH:16][CH:15]=1)[CH2:5]2 |f:1.2,6.7,^1:34,36,55,74|. Procedure: A mixture of 5-bromo-7-chloro-2-(4-trifluoromethoxy-benzyl)-2,3-dihydro-isoindol-1-one (0.349 g, 0.83 mmol), Pd(PPh3)4 (0.317 g, 0.25 mmol), sodium cyanide (0.048 g, 0.946 mmol), CuI (0.016 g, 0.086 mmol), acetonitrile (4 mL) was stirred at 80° C. for 18 h. Workup and silica gel column chromatography using 2:1 hexanes-ethyl acetate (typically 2:1 hexane-EtOAc) afforded 7-chloro-1-oxo-2-(4-trifluoromethoxy-benzyl)-2,3-dihydro-1H-isoindole-5-carbonitrile (0.100 g, 33%). 1H NMR (300 MHz, CDCl3): δ ... Reactants: O (water), C([O-])([O-])=O.[K+].[K+] (potassium carbonate), C1(=CC=CC=C1)O (phenol), FC1=CC=C(C=N1)C=1C(=NC=CC1)N (6′-fluoro-3,3′-bipyridin-2-amine). The solvent is CS(=O)C (DMSO). Conditions: temperature 150 celsius, time 1 hour. Yields the product O(C1=CC=CC=C1)C1=CC=C(C=N1)C=1C(=NC=CC1)N (6′-phenoxy-3,3′-bipyridin-2-amine). Isolated yield 83.8%. As a reaction SMILES: C(=O)([O-])[O-].[K+].[K+].[C:7]1([OH:13])[CH:12]=[CH:11][CH:10]=[CH:9][CH:8]=1.F[C:15]1[N:20]=[CH:19][C:18]([C:21]2[C:22]([NH2:27])=[N:23][CH:24]=[CH:25][CH:26]=2)=[CH:17][CH:16]=1.O>CS(C)=O>[O:13]([C:15]1[N:20]=[CH:19][C:18]([C:21]2[C:22]([NH2:27])=[N:23][CH:24]=[CH:25][CH:26]=2)=[CH:17][CH:16]=1)[C:7]1[CH:12]=[CH:11][CH:10]=[CH:9][CH:8]=1 |f:0.1.2|. Procedure details: A mixture of potassium carbonate (3287 mg), phenol (821 mg) and 6′-fluoro-3,3′-bipyridin-2-amine (1500 mg) in DMSO (15 mL) was stirred for 1 hr at 150° C. The mixture was poured into water and extracted with EtOAc. The organic layer was separated, washed with brine, dried over anhydrous magnesium sulfate and concentrated in vacuo. The residue was purified by column chromatography (NH silica gel, eluted with EtOAc in hexane) to give the title compound (1750 mg) as a yellow solid. Reactants: Br, Nc1ncc(Br)cc1[N+](=O)[O-], Br, [Na+], [Na+], [Na+], [OH-], O=S([O-])[O-]. Yields the product O=[N+]([O-])c1cc(Br)cnc1Br. Reaction SMILES: [Br:13].[Br:2][c:3]1[cH:4][c:5]([N+:10](=[O:11])[O-:12])[c:6]([NH2:9])[n:7][cH:8]1.[BrH:1].[Na+:18].[Na+:19].[Na+:21].[OH-:20].[S:14]([O-:15])([O-:16])=[O:17]>>[Br:1][c:6]1[c:5]([N+:10](=[O:11])[O-:12])[cH:4][c:3]([Br:2])[cH:8][n:7]1.